This data is from the Open Reaction Database (ORD), a public repository of structured organic reaction records. The task is: describe an organic reaction: reactants, conditions, products, and yield Starting materials: FC1=CC(=C(C=C1)C1=C(C2=C(S1)C=C(C=C2)OC)OC2=CC=C(/C=C/C=1OC(=NN1)C)C=C2)C ((E)-2-(4-((2-(4-fluoro-2-methylphenyl)-6-methoxybenzo[b]thiophen-3-yl)oxy)styryl)-5-methyl-1,3,4-oxadiazole), B(Br)(Br)Br (BBr3). Run in C(Cl)Cl (DCM). Run at time 1 hour. Product: FC1=CC(=C(C=C1)C1=C(C2=C(S1)C=C(C=C2)O)OC2=CC=C(C=C2)\C=C\C=2OC(=NN2)C)C ((E)-2-(4-fluoro-2-methylphenyl)-3-(4-(2-(5-methyl-1,3,4-oxadiazol-2-yl)vinyl)phenoxy)benzo[b]thiophen-6-ol). Isolated yield 26160000.0%. RXN SMILES: [F:1][C:2]1[CH:7]=[CH:6][C:5]([C:8]2[S:12][C:11]3[CH:13]=[C:14]([O:17]C)[CH:15]=[CH:16][C:10]=3[C:9]=2[O:19][C:20]2[CH:33]=[CH:32][C:23](/[CH:24]=[CH:25]/[C:26]3[O:27][C:28]([CH3:31])=[N:29][N:30]=3)=[CH:22][CH:21]=2)=[C:4]([CH3:34])[CH:3]=1.B(Br)(Br)Br>C(Cl)Cl>[F:1][C:2]1[CH:7]=[CH:6][C:5]([C:8]2[S:12][C:11]3[CH:13]=[C:14]([OH:17])[CH:15]=[CH:16][C:10]=3[C:9]=2[O:19][C:20]2[CH:21]=[CH:22][C:23](/[CH:24]=[CH:25]/[C:26]3[O:27][C:28]([CH3:31])=[N:29][N:30]=3)=[CH:32][CH:33]=2)=[C:4]([CH3:34])[CH:3]=1. Procedure: To a 30 mL screw cap vial, (E)-2-(4-((2-(4-fluoro-2-methylphenyl)-6-methoxybenzo[b]thiophen-3-yl)oxy)styryl)-5-methyl-1,3,4-oxadiazole (12 mg, 0.025 mmol) was dissolved in DCM (0.5 mL). The vial was charged with BBr3 (1.0 M in hexanes, 0.076 ml, 0.076 mmol) and the reaction mixture was stirred for 1 h at room temperature. The reaction mixture was quenched with 2 mL MeOH and stirred for 10 min. The mixture was concentrated onto silica gel and the crude material was purified by reverse phase HPLC ... Reactants: FC1=CC=C(/C=C/CC2NCCCC2)C=C1 ((E)-2-(p-fluorocinnamyl)piperidine), BrCC1CC1 (bromomethylcyclopropane). Solvent: C(C)#N (acetonitrile). Reaction conditions: time 30 minute. Yields the product FC1=CC=C(/C=C/CC2N(CCC2)CC2CC2)C=C1 ((E)-2-(p-fluorocinnamyl)-1-(cyclopropylmethyl)pyrrolidine). The yield is 31.0%. As a reaction SMILES: [F:1][C:2]1[CH:16]=[CH:15][C:5](/[CH:6]=[CH:7]/[CH2:8][CH:9]2[CH2:14][CH2:13][CH2:12][CH2:11][NH:10]2)=[CH:4][CH:3]=1.BrC[CH:19]1[CH2:21][CH2:20]1>C(#N)C>[F:1][C:2]1[CH:3]=[CH:4][C:5](/[CH:6]=[CH:7]/[CH2:8][CH:9]2[CH2:14][CH2:13][CH2:12][N:10]2[CH2:11][CH:19]2[CH2:21][CH2:20]2)=[CH:15][CH:16]=1. Reported procedure: In a reactor protected from moisture, there are introduced 2.3 g (0.010 mol) of (E)-2-(p-fluorocinnamyl)piperidine (Preparation 2B) dissolved in 25.2 ml acetonitrile, followed, during 2 min, by 1.56 g (1.1-0.012 mol) bromomethylcyclopropane. The medium is kept stirring at ambient temperature for 1 h 30 min, is raised to 60° C. for 4 h, and is then lowered to 20± 3° C. for 16 h. The solvent is evaporated under vacuum and on a water bath. The oily residue is dissolved in water, acidified and extra... The reactants are COC(C1=CC(=CC(=C1)I)Br)=O (3-bromo-5-iodo-benzoic acid methyl ester), C(=O)([O-])[O-].[K+].[K+] (K2CO3), ClC1=CC=C(C=C1)[C@]1(C[C@]12C(NC1=CC=C(C=C21)F)=O)C(C)C ((1S,2S)-2-(4-chlorophenyl)-5′-fluoro-2-isopropylspiro[cyclopropane-1,3′-indolin]-2′-one), CNCCNC (N,N′-dimethyl-1,2-ethanediamine). The reagents and catalysts are [Cu]I (CuI). The solvent is C(C)#N (acetonitrile). Reaction conditions: temperature 80 celsius, time 14 hour. Yields the product COC(C1=CC(=CC(=C1)N1C([C@@]2(C3=CC(=CC=C13)F)[C@](C2)(C(C)C)C2=CC=C(C=C2)Cl)=O)Br)=O ((1R,2R)-methyl-3-bromo-5-(2-(4-chlorophenyl)-5′-fluoro-2-isopropyl-2′-oxospiro[cyclopropane-1,3′-indoline]-1′-yl)benzoate). The yield is 82.0%. Reaction SMILES: [Cl:1][C:2]1[CH:7]=[CH:6][C:5]([C@:8]2([CH:21]([CH3:23])[CH3:22])[C@:10]3([C:18]4[C:13](=[CH:14][CH:15]=[C:16]([F:19])[CH:17]=4)[NH:12][C:11]3=[O:20])[CH2:9]2)=[CH:4][CH:3]=1.[CH3:24][O:25][C:26](=[O:35])[C:27]1[CH:32]=[C:31](I)[CH:30]=[C:29]([Br:34])[CH:28]=1.C([O-])([O-])=O.[K+].[K+].CNCCNC>C(#N)C.[Cu]I>[CH3:24][O:25][C:26](=[O:35])[C:27]1[CH:32]=[C:31]([N:12]2[C:13]3[C:18](=[CH:17][C:16]([F:19])=[CH:15][CH:14]=3)[C@:10]3([CH2:9][C@:8]3([C:5]3[CH:4]=[CH:3][C:2]([Cl:1])=[CH:7][CH:6]=3)[CH:21]([CH3:23])[CH3:22])[C:11]2=[O:20])[CH:30]=[C:29]([Br:34])[CH:28]=1 |f:2.3.4|. Reported procedure: (1R,2R) and (1S,2S)-2-(4-chlorophenyl)-5′-fluoro-2-isopropylspiro[cyclopropane-1,3′-indolin]-2′-one prepared according to Scheme 2 (0.33 g, 1 mmol), and the 3-bromo-5-iodo-benzoic acid methyl ester (0.409 g, 1.2 mmol), CuI (20 mg), K2CO3 (0.276 g, 2 mmol) were placed in a Schlenk tube under argon atmosphere and dissolved in dry acetonitrile. The N,N′-dimethyl-1,2-ethanediamine (21 μL) was added into the mixture. The mixture was stirred at 80° C. for 14 hours. The solvent was removed in vacuo and... Starting materials: S(O)(O)(=O)=O (sulfuric acid), [C-]1(C=CC=C1)CC(=O)O.[CH-]1C=CC=C1.[Fe+2] (ferrocenylacetic acid), ice. The solvent is C(C)O (ethanol). Product: [C-]1(C=CC=C1)CC(=O)OCC.[CH-]1C=CC=C1.[Fe+2] (ethyl ferrocenylacetate). The yield is 199.0%. Reaction SMILES: [C-:1]1([CH2:6][C:7]([OH:9])=[O:8])[CH:5]=[CH:4][CH:3]=[CH:2]1.[CH-:10]1[CH:14]=[CH:13][CH:12]=[CH:11]1.[Fe+2:15].S(=O)(=O)(O)O>C(O)C>[C-:1]1([CH2:6][C:7]([O:9][CH2:10][CH3:11])=[O:8])[CH:5]=[CH:4][CH:3]=[CH:2]1.[CH-:10]1[CH:14]=[CH:13][CH:12]=[CH:11]1.[Fe+2:15] |f:0.1.2,5.6.7|. Reported procedure: 2.00 g (8.2 mmol) of ferrocenylacetic acid are dissolved in 50 ml of ethanol. 0.5 ml of concentrated sulfuric acid is added. The mixture is brought to reflux for 1 hour. After cooling, the reaction mixture is poured into 100 ml of ice-cold water. The product is extracted with 3 times 40 ml of ether. The ethereal phase is first washed with water (2 times 40 ml) and then dried over magnesium sulfate, filtered and evaporated. 2.22 g of ethyl ferrocenylacetate are obtained. The yield of the reaction... Starting materials: ClC1=NC2=CC=CC=C2N=C1Cl (2,3-dichloroquinoxaline), COC(CN)OC (aminoacetaldehyde dimethyl acetal). Solvent: C(C)O (ethanol). The product is ClC1=NC2=CC=CC=C2N=C1NCC(OC)OC (2-chloro-3-(2,2-dimethoxyethylamino)quinoxaline). As a reaction SMILES: Cl[C:2]1[C:11]([Cl:12])=[N:10][C:9]2[C:4](=[CH:5][CH:6]=[CH:7][CH:8]=2)[N:3]=1.[CH3:13][O:14][CH:15]([O:18][CH3:19])[CH2:16][NH2:17]>C(O)C>[Cl:12][C:11]1[C:2]([NH:17][CH2:16][CH:15]([O:18][CH3:19])[O:14][CH3:13])=[N:3][C:4]2[C:9](=[CH:8][CH:7]=[CH:6][CH:5]=2)[N:10]=1. Procedure details: A mixture of 5.0 g of 2,3-dichloroquinoxaline and 5.5 ml of aminoacetaldehyde dimethyl acetal in 75 ml of ethanol is refluxed for 4 h. After concentrating under vacuum, the resulting mixture is added with water and extracted with ethyl acetate. The organic extracts are then washed with saturated NaCl, dried and evaporated. The residue is finally chromatographed on SiO2 (eluent: CH2Cl2), thereby obtaining 5.0 g of 2-chloro-3-(2,2-dimethoxyethylamino)quinoxaline (IR (KBr): 3347, 2936, 1580, 1523, ... Starting materials: CC1(C)CCC(=O)OC1=O, CNCCc1c[nH]c2ccccc12, c1ccccc1. The product is CN(CCc1c[nH]c2ccccc12)C(=O)CCC(C)(C)C(=O)O. RXN SMILES: [CH3:14][C:15]1([CH3:23])[C:16](=[O:17])[O:18][C:19](=[O:22])[CH2:20][CH2:21]1.[CH3:1][NH:2][CH2:3][CH2:4][c:5]1[cH:6][nH:7][c:8]2[cH:9][cH:10][cH:11][cH:12][c:13]12.[cH:24]1[cH:25][cH:26][cH:27][cH:28][cH:29]1>>[CH3:1][N:2]([CH2:3][CH2:4][c:5]1[cH:6][nH:7][c:8]2[cH:9][cH:10][cH:11][cH:12][c:13]12)[C:19]([CH2:20][CH2:21][C:15]([CH3:14])([C:16](=[O:17])[OH:18])[CH3:23])=[O:22]. Reactants: O=C([O-])[O-], COc1ccc(CCl)cc1, [K+], [K+], O=C1CCc2cc([N+](=O)[O-])ccc2N1, CN(C)C=O, O. Product: COc1ccc(CN2C(=O)CCc3cc([N+](=O)[O-])ccc32)cc1. RXN SMILES: [C:25](=[O:26])([O-:27])[O-:28].[CH3:15][O:16][c:17]1[cH:18][cH:19][c:20]([CH2:21][Cl:22])[cH:23][cH:24]1.[K+:29].[K+:30].[N+:1](=[O:2])([O-:3])[c:4]1[cH:5][c:6]2[c:11]([cH:12][cH:13]1)[NH:10][C:9](=[O:14])[CH2:8][CH2:7]2.[O:32]=[CH:33][N:34]([CH3:35])[CH3:36].[OH2:31]>>[N+:1](=[O:2])([O-:3])[c:4]1[cH:5][c:6]2[c:11]([cH:12][cH:13]1)[N:10]([CH2:21][c:20]1[cH:19][cH:18][c:17]([O:16][CH3:15])[cH:24][cH:23]1)[C:9](=[O:14])[CH2:8][CH2:7]2. Reactants: CCO, CCOC(=O)c1ncn2c1CN(C)C(=O)c1c-2ccc(F)c1Cl, NN, O. The product is CN1Cc2c(C(=O)NN)ncn2-c2ccc(F)c(Cl)c2C1=O. RXN SMILES: [CH3:27][CH2:28][OH:29].[Cl:4][c:5]1[c:6]([F:26])[cH:7][cH:8][c:9]2[c:10]1[C:11](=[O:25])[N:12]([CH3:24])[CH2:13][c:14]1[n:15]-2[cH:16][n:17][c:18]1[C:19]([O:21][CH2:20][CH3:22])=[O:23].[NH2:2][NH2:3].[OH2:1]>>[NH:2]([NH2:3])[C:19]([c:18]1[c:14]2[n:15]([cH:16][n:17]1)-[c:9]1[cH:8][cH:7][c:6]([F:26])[c:5]([Cl:4])[c:10]1[C:11](=[O:25])[N:12]([CH3:24])[CH2:13]2)=[O:21]. Starting materials: CC(=O)OC(=O)C (Ac2O), O[C@H]1[C@@H](CN(C[C@@H]1C)C1=C2C(=[N+](C=C1[N+](=O)[O-])[O-])CCC2)NC(OC(C)(C)C)=O (tert-butyl [(3R,4R,5S)-4-hydroxy-5-methyl-1-(3-nitro-1-oxido-6,7-dihydro-5H-cyclopenta[b]pyridin-4-yl)piperidin-3-yl]carbamate), C(C)(=O)Cl (acetyl chloride), CCN(C(C)C)C(C)C (DIPEA). Run at temperature 90 celsius. Product: C(C)(=O)OC1CCC=2C1=NC=C(C2N2C[C@H]([C@@H]([C@H](C2)C)OC(C)=O)NC(=O)OC(C)(C)C)[N+](=O)[O-] (4-{(3R,4R,5S)-4-(Acetyloxy)-3-[(tert-butoxycarbonyl)amino]-5-methylpiperidin-1-yl}-3-nitro-6,7-dihydro-5H-cyclopenta[b]pyridin-7-yl acetate). The yield is 79.0%. Reaction SMILES: [CH3:1][C:2]([O:4][C:5]([CH3:7])=[O:6])=O.[OH:8][C@@H:9]1[C@@H:14]([CH3:15])[CH2:13][N:12]([C:16]2[C:21]([N+:22]([O-:24])=[O:23])=[CH:20][N+:19]([O-])=[C:18]3CC[CH2:28][C:17]=23)[CH2:11][C@H:10]1[NH:29][C:30](=[O:36])[O:31][C:32]([CH3:35])([CH3:34])[CH3:33].[C:37](Cl)(=[O:39])[CH3:38].CCN(C(C)C)C(C)C>>[C:5]([O:4][CH:2]1[C:18]2=[N:19][CH:20]=[C:21]([N+:22]([O-:24])=[O:23])[C:16]([N:12]3[CH2:13][C@H:14]([CH3:15])[C@@H:9]([O:8][C:37](=[O:39])[CH3:38])[C@H:10]([NH:29][C:30]([O:31][C:32]([CH3:34])([CH3:33])[CH3:35])=[O:36])[CH2:11]3)=[C:17]2[CH2:28][CH2:1]1)(=[O:6])[CH3:7]. Procedure details: Ac2O (2.0 mL, 21 mmol) was added to tert-butyl [(3R,4R,5S)-4-hydroxy-5-methyl-1-(3-nitro-1-oxido-6,7-dihydro-5H-cyclopenta[b]pyridin-4-yl)piperidin-3-yl]carbamate (0.090 g, 0.22 mmol) in a tube that was then sealed. The reaction mixture was heated in the sealed tube with stirring in an oil bath at 90° C. oil bath. The reaction mixture was allowed to cool to room temperature and acetyl chloride (0.10 mL) and DIPEA (0.2 mL) were then added. The resulting mixture was stirred at room temperature for...